This data is from the Open Reaction Database (ORD), a public repository of structured organic reaction records. The task is: describe an organic reaction: reactants, conditions, products, and yield Reactants: C[O-], CO, Cc1cc2nc(N)c(Cl)nc2cc1C, [Na+], C1CCOC1. The product is COc1nc2cc(C)c(C)cc2nc1N. As a reaction SMILES: [CH3:15][O-:16].[CH3:23][OH:24].[NH2:1][c:2]1[n:3][c:4]2[cH:5][c:6]([CH3:14])[c:7]([CH3:13])[cH:8][c:9]2[n:10][c:11]1[Cl:12].[Na+:17].[O:18]1[CH2:19][CH2:20][CH2:21][CH2:22]1>>[NH2:1][c:2]1[n:3][c:4]2[cH:5][c:6]([CH3:14])[c:7]([CH3:13])[cH:8][c:9]2[n:10][c:11]1[O:16][CH3:15]. Reactants: COc1ccccc1C(F)(F)F, O=C(O)C(F)(F)F. The product is COc1ccc(C=O)cc1C(F)(F)F. As a reaction SMILES: [F:1][C:2]([c:3]1[c:4]([O:9][CH3:10])[cH:5][cH:6][cH:7][cH:8]1)([F:11])[F:12].[OH:13][C:14]([C:15]([F:16])([F:17])[F:18])=[O:19]>>[F:1][C:2]([c:3]1[c:4]([O:9][CH3:10])[cH:5][cH:6][c:7]([CH:14]=[O:13])[cH:8]1)([F:11])[F:12].